Dataset: the Open Reaction Database (ORD), a public repository of structured organic reaction records. Task: describe an organic reaction: reactants, conditions, products, and yield The reactants are NC=1C=CC(=C(C1)[C@]1(N=C(OC[C@H]1F)N)CF)F ((4S,5S)-4-(5-amino-2-fluoro-phenyl)-5-fluoro-4-fluoromethyl-5,6-dihydro-4H-[1,3]oxazin-2-ylamine), C(#N)C=1C=CC(=NC1)C(=O)O (5-cyano-pyridine-2-carboxylic acid). Yields the product NC=1OC[C@H]([C@@](N1)(CF)C=1C=C(C=CC1F)NC(=O)C1=NC=C(C=C1)C#N)F (5-Cyano-pyridine-2-carboxylic acid [3-((4S,5S)-2-amino-5-fluoro-4-fluoromethyl-5,6-dihydro-4H-[1,3]oxazin-4-yl)-4-fluoro-phenyl]-amide). Reaction SMILES: [NH2:1][C:2]1[CH:3]=[CH:4][C:5]([F:18])=[C:6]([C@:8]2([CH2:16][F:17])[C@H:13]([F:14])[CH2:12][O:11][C:10]([NH2:15])=[N:9]2)[CH:7]=1.[C:19]([C:21]1[CH:22]=[CH:23][C:24]([C:27](O)=[O:28])=[N:25][CH:26]=1)#[N:20]>>[NH2:15][C:10]1[O:11][CH2:12][C@@H:13]([F:14])[C@:8]([C:6]2[CH:7]=[C:2]([NH:1][C:27]([C:24]3[CH:23]=[CH:22][C:21]([C:19]#[N:20])=[CH:26][N:25]=3)=[O:28])[CH:3]=[CH:4][C:5]=2[F:18])([CH2:16][F:17])[N:9]=1. Reported procedure: The condensation of (4S,5S)-4-(5-amino-2-fluoro-phenyl)-5-fluoro-4-fluoromethyl-5,6-dihydro-4H-[1,3]oxazin-2-ylamine (A8.6) and 5-cyano-pyridine-2-carboxylic acid following procedure I yielded the title compound as a white solid. MS (ISP): m/z=390.4 [M+H]+.